Dataset: the Open Reaction Database (ORD), a public repository of structured organic reaction records. Task: describe an organic reaction: reactants, conditions, products, and yield The reactants are [Br-].C(#N)C=1C=NN(C1C[N+]1=CC=CC=C1)C1=NC=C(C=C1Cl)C(F)(F)F (1-[[4-cyano-1-(3-chloro-5-trifluoromethylpyridin-2-yl)-1H-pyrazol-5-yl]methyl]pyridinium bromide), CN(C1=CC=C(C=C1)N=O)C (N,N-dimethyl-4-nitrosoaniline), C([O-])([O-])=O.[K+].[K+] (potassium carbonate). Run in C(C)O (ethanol), O (water). Run at time 4 hour. Yields the product CN(C1=CC=C(C=C1)[N+](=CC1=C(C=NN1C1=NC=C(C=C1Cl)C(F)(F)F)C#N)[O-])C (N-[4-(dimethylamino)phenyl]-a-[4-cyano-1-(3-chloro-5-trifluoromethylpyridin-2-yl)-1H-pyrazol-5-yl]nitrone). Yield: 87.4%. Reaction SMILES: [Br-].[C:2]([C:4]1[CH:5]=[N:6][N:7]([C:16]2[C:21]([Cl:22])=[CH:20][C:19]([C:23]([F:26])([F:25])[F:24])=[CH:18][N:17]=2)[C:8]=1[CH2:9][N+]1C=CC=CC=1)#[N:3].[CH3:27][N:28]([CH3:37])[C:29]1[CH:34]=[CH:33][C:32]([N:35]=[O:36])=[CH:31][CH:30]=1.C(=O)([O-])[O-].[K+].[K+]>C(O)C.O>[CH3:27][N:28]([CH3:37])[C:29]1[CH:34]=[CH:33][C:32]([N+:35]([O-:36])=[CH:9][C:8]2[N:7]([C:16]3[C:21]([Cl:22])=[CH:20][C:19]([C:23]([F:26])([F:25])[F:24])=[CH:18][N:17]=3)[N:6]=[CH:5][C:4]=2[C:2]#[N:3])=[CH:31][CH:30]=1 |f:0.1,3.4.5|. Procedure: To a stirred suspension of 9.0 grams (0.020 mole) of 1-[[4-cyano-1-(3-chloro-5-trifluoromethylpyridin-2-yl)-1H-pyrazol-5-yl]methyl]pyridinium bromide and 3.5 grams (0.023 mole) of N,N-dimethyl-4-nitrosoaniline in 95 mL of ethanol was added a solution of 16 grams (0.12 mole) of potassium carbonate in 59 mL of water. When the addition was complete, the reaction mixture was stirred at ambient temperature for four hours. After this time, the reaction mixture was filtered. The filter cake was washed ... Reactants: COc1ccc(CN)cc1, CN1CCCC1=O, ClC(Cl)Cl, Nc1nc(F)c(F)cc1F. Product: COc1ccc(CNc2nc(N)c(F)cc2F)cc1. As a reaction SMILES: [CH3:18][O:19][c:20]1[cH:21][cH:22][c:23]([CH2:24][NH2:25])[cH:26][cH:27]1.[CH3:1][N:2]1[CH2:3][CH2:4][CH2:5][C:6]1=[O:7].[CH:28]([Cl:29])([Cl:30])[Cl:31].[NH2:8][c:9]1[n:10][c:11]([F:17])[c:12]([F:16])[cH:13][c:14]1[F:15]>>[NH2:8][c:9]1[n:10][c:11]([NH:25][CH2:24][c:23]2[cH:22][cH:21][c:20]([O:19][CH3:18])[cH:27][cH:26]2)[c:12]([F:16])[cH:13][c:14]1[F:15]. The reactants are CCN(C(C)C)C(C)C (DIPEA), BrC=1C(=NC=C(C(=O)NC2=CC=C(C=C2)OC(F)(F)F)C1)Cl (5-bromo-6-chloro-N-(4-(trifluoromethoxy)phenyl)nicotinamide), azetidin-3-yl-methanol, HCl salt, CC(C)O (iPrOH). Run in CCOC(=O)C (EtOAc). Reaction conditions: temperature 140 celsius, time 5 hour. Yields the product BrC=1C(=NC=C(C(=O)NC2=CC=C(C=C2)OC(F)(F)F)C1)N1CC(C1)CO (5-Bromo-6-(3-(hydroxymethyl)azetidin-1-yl)-N-(4-(trifluoromethoxy)phenyl)nicotinamide). Reaction SMILES: CC[N:3]([CH:7]([CH3:9])C)[CH:4](C)C.[Br:10][C:11]1[C:12](Cl)=[N:13][CH:14]=[C:15]([CH:30]=1)[C:16]([NH:18][C:19]1[CH:24]=[CH:23][C:22]([O:25][C:26]([F:29])([F:28])[F:27])=[CH:21][CH:20]=1)=[O:17].C[CH:33]([OH:35])C>CCOC(C)=O>[Br:10][C:11]1[C:12]([N:3]2[CH2:4][CH:9]([CH2:33][OH:35])[CH2:7]2)=[N:13][CH:14]=[C:15]([CH:30]=1)[C:16]([NH:18][C:19]1[CH:24]=[CH:23][C:22]([O:25][C:26]([F:29])([F:28])[F:27])=[CH:21][CH:20]=1)=[O:17]. Procedure details: DIPEA (0.115 mL, 0.660 mmol) was added to a solution of 5-bromo-6-chloro-N-(4-(trifluoromethoxy)phenyl)nicotinamide (Stage 6.2, 119 mg, 0.3 mmol) and azetidin-3-yl-methanol, HCl salt (44.5 mg, 0.36 mmol) in iPrOH (0.3 mL) in a vial, which was sealed and the RM mixture stirred at 140° C. for 5 h. After cooling at RT, the RM was dissolved in EtOAc, washed with 0.5 M HCl and brine, dried over Na2SO4 and the solvent was evaporated off under reduced pressure to give a crude product which was purified...